This data is from the Open Reaction Database (ORD), a public repository of structured organic reaction records. The task is: describe an organic reaction: reactants, conditions, products, and yield Starting materials: CC(C)C[Al+]CC(C)C, C1CCOC1, COC(=O)CC(C1CCCC1)n1cc(-c2ncnc3c2ccn3COCC[Si](C)(C)C)cn1, ClCCl, [H-]. As a reaction SMILES: [CH2:35]([Al+:36][CH2:37][CH:38]([CH3:39])[CH3:40])[CH:41]([CH3:42])[CH3:43].[CH2:44]1[O:45][CH2:46][CH2:47][CH2:48]1.[CH:1]1([CH:6]([CH2:7][C:8](=[O:9])[O:10][CH3:11])[n:12]2[n:13][cH:14][c:15](-[c:17]3[c:18]4[c:19]([n:20][cH:21][n:22]3)[n:23]([CH2:26][O:27][CH2:28][CH2:29][Si:30]([CH3:31])([CH3:32])[CH3:33])[cH:24][cH:25]4)[cH:16]2)[CH2:2][CH2:3][CH2:4][CH2:5]1.[Cl:49][CH2:50][Cl:51].[H-:34]>>[CH:1]1([CH:6]([CH2:7][CH:8]=[O:9])[n:12]2[n:13][cH:14][c:15](-[c:17]3[c:18]4[c:19]([n:20][cH:21][n:22]3)[n:23]([CH2:26][O:27][CH2:28][CH2:29][Si:30]([CH3:31])([CH3:32])[CH3:33])[cH:24][cH:25]4)[cH:16]2)[CH2:2][CH2:3][CH2:4][CH2:5]1. The product is C[Si](C)(C)CCOCn1ccc2c(-c3cnn(C(CC=O)C4CCCC4)c3)ncnc21. Starting materials: BrC=1C=NC=CC1 (3-bromopyridine), C(C(C)C)N1N=CC(=C1)C1=CC=C(S1)C(=O)N[C@@H]1CNCC1 ((S)-5-(1-isobutyl-1H-pyrazol-4-yl)-N-(pyrrolidin-3-yl)thiophene-2-carboxamide), N1CC(C1)C(=O)NC1=CC=C(OC2CCN(CC2)C(=O)OC(C)(C)C)C=C1 (tert-butyl 4-(4-(azetidine-3-carboxamido)phenoxy)piperidine-1-carboxylate). Yields the product CC(CN1N=CC(=C1)C1=CC=C(S1)C(=O)N[C@@H]1CN(CC1)C1=CN=NC=C1)C (5-[1-(2-methylpropyl)-1H-pyrazol-4-yl]-N-[(3S)-1-(pyridazin-4-yl)pyrrolidin-3-yl]thiophene-2-carboxamide). Reaction SMILES: Br[C:2]1[CH:3]=[N:4]C=[CH:6][CH:7]=1.[CH2:8]([N:12]1[CH:16]=[C:15]([C:17]2[S:21][C:20]([C:22]([NH:24][C@H:25]3[CH2:29][CH2:28][NH:27][CH2:26]3)=[O:23])=[CH:19][CH:18]=2)[CH:14]=[N:13]1)[CH:9]([CH3:11])[CH3:10].[NH:30]1CC(C(NC2C=CC(OC3CCN(C(OC(C)(C)C)=O)CC3)=CC=2)=O)C1>>[CH3:10][CH:9]([CH3:11])[CH2:8][N:12]1[CH:16]=[C:15]([C:17]2[S:21][C:20]([C:22]([NH:24][C@H:25]3[CH2:29][CH2:28][N:27]([C:7]4[CH:2]=[CH:3][N:4]=[N:30][CH:6]=4)[CH2:26]3)=[O:23])=[CH:19][CH:18]=2)[CH:14]=[N:13]1. Procedure: The title compound was prepared as described in Example 1C, substituting 4-bromopyridazine for 3-bromopyridine and (S)-5-(1-isobutyl-1H-pyrazol-4-yl)-N-(pyrrolidin-3-yl)thiophene-2-carboxamide for tert-butyl 4-(4-(azetidine-3-carboxamido)phenoxy)piperidine-1-carboxylate. 1H NMR (300 MHz, DMSO-d6) δ ppm 0.75-0.98 (m, 6 H) 1.98-2.44 (m, 3 H) 3.67-4.18 (m, 6 H) 4.66 (s, 1 H) 7.15 (dd, J=7.12, 3.05 Hz, 1 H) 7.21 (d, J=3.73 Hz, 1 H) 7.54-7.91 (m, 2 H) 8.14 (s, 1 H) 8.56-8.95 (m, 3 H); MS (ESI(+)) m/e... The reactants are C(C)OC(C(C(=O)OCC)N1C=CC=C1)=O (2-(pyrrol-1-yl)malonic acid diethyl ester), [H-].[Na+] (sodium hydride), O (water), BrCC(=O)OCC1=CC=CC=C1 (benzyl bromoacetate). Solvent: CN(C=O)C (dimethylformamide). Conditions: temperature 25 celsius, time 30 minute. Yields the product C(C)OC(C(C(=O)OCC)(N1C=CC=C1)CC(=O)OCC1=CC=CC=C1)=O (2-benzyloxycarbonylmethyl-2-(pyrrol-1-yl)malonic acid diethyl ester). Yield: 91.1%. Reaction SMILES: [CH2:1]([O:3][C:4](=[O:16])[CH:5]([N:11]1[CH:15]=[CH:14][CH:13]=[CH:12]1)[C:6]([O:8][CH2:9][CH3:10])=[O:7])[CH3:2].[H-].[Na+].Br[CH2:20][C:21]([O:23][CH2:24][C:25]1[CH:30]=[CH:29][CH:28]=[CH:27][CH:26]=1)=[O:22].O>CN(C)C=O>[CH2:9]([O:8][C:6](=[O:7])[C:5]([CH2:20][C:21]([O:23][CH2:24][C:25]1[CH:30]=[CH:29][CH:28]=[CH:27][CH:26]=1)=[O:22])([N:11]1[CH:12]=[CH:13][CH:14]=[CH:15]1)[C:4]([O:3][CH2:1][CH3:2])=[O:16])[CH3:10] |f:1.2|. Procedure details: To a stirred solution of 2-(pyrrol-1-yl)malonic acid diethyl ester (53.0 g) in anhydrous dimethylformamide (300 ml) was added portionwise sodium hydride (63% dispersion in mineral oil, 10.0 g) under ice cooling. The resulting mixture was stirred at 25° C. for 30 minutes and thereto was added benzyl bromoacetate (70.1 g). After stirring at 25° C. for 15 hours, the reaction mixture was poured into water and extracted with ethyl acetate. The extracts were dried over anhydrous sodium sulfate and con...